From a dataset of the Open Reaction Database (ORD), a public repository of structured organic reaction records. describe an organic reaction: reactants, conditions, products, and yield Starting materials: C1CCOC1, Nc1cc(C2CC2)ccc1F, CCN(C(C)C)C(C)C, Cc1cccc(Cl)c1Nc1nc2cc(C(=O)O)c3c(c2[nH]1)CC(C)(C)O3, O=S(Cl)Cl. Product: Cc1cccc(Cl)c1Nc1nc2cc(C(=O)Nc3cc(C4CC4)ccc3F)c3c(c2[nH]1)CC(C)(C)O3. RXN SMILES: [CH2:51]1[O:52][CH2:53][CH2:54][CH2:55]1.[CH:31]1([c:34]2[cH:35][cH:36][c:37]([F:41])[c:38]([NH2:39])[cH:40]2)[CH2:32][CH2:33]1.[CH:42]([N:43]([CH2:44][CH3:45])[CH:46]([CH3:47])[CH3:48])([CH3:49])[CH3:50].[Cl:1][c:2]1[c:3]([NH:9][c:10]2[nH:11][c:12]3[c:13]([n:14]2)[cH:15][c:16]([C:24](=[O:25])[OH:26])[c:17]2[c:18]3[CH2:19][C:20]([CH3:22])([CH3:23])[O:21]2)[c:4]([CH3:8])[cH:5][cH:6][cH:7]1.[S:27]([Cl:28])([Cl:29])=[O:30]>>[Cl:1][c:2]1[c:3]([NH:9][c:10]2[nH:11][c:12]3[c:13]([n:14]2)[cH:15][c:16]([C:24](=[O:26])[NH:39][c:38]2[c:37]([F:41])[cH:36][cH:35][c:34]([CH:31]4[CH2:32][CH2:33]4)[cH:40]2)[c:17]2[c:18]3[CH2:19][C:20]([CH3:22])([CH3:23])[O:21]2)[c:4]([CH3:8])[cH:5][cH:6][cH:7]1. Reactants: O=C(O)c1ccc(Cl)cc1Br, O=C([O-])[O-], CCOCCO, Cl, [Cu], [K+], [K+], Nc1ccccc1, O. Yields the product O=C(O)c1ccc(Cl)cc1Nc1ccccc1. RXN SMILES: [Br:1][c:2]1[c:3]([C:4](=[O:5])[OH:6])[cH:7][cH:8][c:9]([Cl:11])[cH:10]1.[C:12](=[O:13])([O-:14])[O-:15].[CH2:26]([O:27][CH2:28][CH2:29][OH:30])[CH3:31].[ClH:25].[Cu:33].[K+:16].[K+:17].[NH2:18][c:19]1[cH:20][cH:21][cH:22][cH:23][cH:24]1.[OH2:32]>>[c:2]1([NH:18][c:19]2[cH:20][cH:21][cH:22][cH:23][cH:24]2)[c:3]([C:4](=[O:5])[OH:6])[cH:7][cH:8][c:9]([Cl:11])[cH:10]1. The reactants are N([C@@H](CC1=CC=C(C=C1)O)C(=O)N[C@@H]([C@H](O)C)C(=O)N[C@@H](CCCCNC(=O)OC(C)(C)C)C(=O)N[C@@H](CCC(N)=O)C(=O)N[C@@H](CO)C(=O)OC)C(=O)OCC1=CC=CC=C1 (Z-Tyr-Thr-Lys(Boc)-Gln-Ser-OMe), NN.O (NH2NH2.H2O). The solvent is CO (MeOH). Run at time 48 hour. Yields the product N([C@@H](CC1=CC=C(C=C1)O)C(=O)N[C@@H]([C@H](O)C)C(=O)N[C@@H](CCCCNC(=O)OC(C)(C)C)C(=O)N[C@@H](CCC(N)=O)C(=O)N[C@@H](CO)C(=O)NN)C(=O)OCC1=CC=CC=C1 (Z-Tyr-Thr-Lys(Boc)-Gln-Ser-NHNH2). RXN SMILES: [NH:1]([C:53]([O:55][CH2:56][C:57]1[CH:62]=[CH:61][CH:60]=[CH:59][CH:58]=1)=[O:54])[C@H:2]([C:11]([NH:13][C@H:14]([C:18]([NH:20][C@H:21]([C:34]([NH:36][C@H:37]([C:43]([NH:45][C@H:46]([C:49](OC)=[O:50])[CH2:47][OH:48])=[O:44])[CH2:38][CH2:39][C:40](=[O:42])[NH2:41])=[O:35])[CH2:22][CH2:23][CH2:24][CH2:25][NH:26][C:27]([O:29][C:30]([CH3:33])([CH3:32])[CH3:31])=[O:28])=[O:19])[C@@H:15]([CH3:17])[OH:16])=[O:12])[CH2:3][C:4]1[CH:9]=[CH:8][C:7](O)=[CH:6][CH:5]=1.[NH2:63][NH2:64].[OH2:65]>CO>[NH:1]([C:53]([O:55][CH2:56][C:57]1[CH:62]=[CH:61][CH:60]=[CH:59][CH:58]=1)=[O:54])[C@H:2]([C:11]([NH:13][C@H:14]([C:18]([NH:20][C@H:21]([C:34]([NH:36][C@H:37]([C:43]([NH:45][C@H:46]([C:47]([NH:63][NH2:64])=[O:48])[CH2:49][OH:50])=[O:44])[CH2:38][CH2:39][C:40](=[O:42])[NH2:41])=[O:35])[CH2:22][CH2:23][CH2:24][CH2:25][NH:26][C:27]([O:29][C:30]([CH3:32])([CH3:33])[CH3:31])=[O:28])=[O:19])[C@@H:15]([CH3:17])[OH:16])=[O:12])[CH2:3][C:4]1[CH:5]=[CH:6][C:7]([OH:65])=[CH:8][CH:9]=1 |f:1.2|. Procedure: In 270 ml of MeOH were dissolved 3.93 g of Z-Tyr-Thr-Lys(Boc)-Gln-Ser-OMe, and 2.5 ml of NH2NH2.H2O was added to the solution, followed by allowing the mixture to stand at room temperature for 48 hours. The resulting crystals were recovered by filtration and recrystallized from MeOH. Yield 3.4 g (86.5%); m.p. 204°-205° C. (decomp.); [α]D22 -9.0° (c=0.5, DMF); Rf2 =0.36.